Dataset: the Open Reaction Database (ORD), a public repository of structured organic reaction records. Task: describe an organic reaction: reactants, conditions, products, and yield Starting materials: C(C)N1C2=CC=CC=C2C=2CCNC(C12)=O (9-Ethyl-2,3,4,9-tetrahydro-b-carbolin-1-one), IC=1C=NC=CC1C (3-iodo-4-methyl-pyridine), trans-N,N′-dimethyl-cyclohexyl-1,2-diamine, P(=O)([O-])([O-])[O-].[K+].[K+].[K+] (potassium phosphate). Reagents/catalysts: [Cu](I)I (copper iodide). The solvent is O1CCOCC1 (1,4-dioxane). Product: C(C)N1C2=CC=CC=C2C=2CCN(C(C12)=O)C=1C=NC=CC1C (9-Ethyl-2-(4-methyl-pyridin-3-yl)-2,3,4,9-tetrahydro-b-carbolin-1-one). Yield: 13.3%. As a reaction SMILES: [CH2:1]([N:3]1[C:15]2[C:14](=[O:16])[NH:13][CH2:12][CH2:11][C:10]=2[C:9]2[C:4]1=[CH:5][CH:6]=[CH:7][CH:8]=2)[CH3:2].I[C:18]1[CH:19]=[N:20][CH:21]=[CH:22][C:23]=1[CH3:24].P([O-])([O-])([O-])=O.[K+].[K+].[K+]>[Cu](I)I.O1CCOCC1>[CH2:1]([N:3]1[C:15]2[C:14](=[O:16])[N:13]([C:18]3[CH:19]=[N:20][CH:21]=[CH:22][C:23]=3[CH3:24])[CH2:12][CH2:11][C:10]=2[C:9]2[C:4]1=[CH:5][CH:6]=[CH:7][CH:8]=2)[CH3:2] |f:2.3.4.5|. Procedure: 9-Ethyl-2,3,4,9-tetrahydro-b-carbolin-1-one (I-38f: 0.1 g, 0.4672 mmol) was reacted with 3-iodo-4-methyl-pyridine (0.102 g, 0.4672 mmol), 1,4-dioxane (15 mL), copper iodide (0.0089 g, 0.0467 mmol), trans-N,N′-dimethyl-cyclohexyl-1,2-diamine (0.019 g, 0.01401 mmol) and potassium phosphate (0.247 g, 1.168 mmol) to afford the crude product. Purification by column chromatography on silica gel (70% ethylacetate in hexane), followed by preparative HPLC afforded 0.019 g of the product (13.3% yield). Reactants: Clc1ncc(Br)cn1, Clc1cc(Br)c(Br)s1, O=C([O-])[O-], C1CCOC1, [Li]CCCC, N#CC1=C(C#N)C(=O)C(Cl)=C(Cl)C1=O, [Na+], [Na+]. The product is Clc1ncc(Br)c(-c2sc(Cl)cc2Br)n1. Reaction SMILES: [Br:14][c:15]1[cH:16][n:17][c:18]([Cl:21])[n:19][cH:20]1.[Br:6][c:7]1[s:8][c:9]([Cl:13])[cH:10][c:11]1[Br:12].[C:41](=[O:42])([O-:43])[O-:44].[CH2:36]1[O:37][CH2:38][CH2:39][CH2:40]1.[CH3:1][CH2:2][CH2:3][CH2:4][Li:5].[Cl:22][C:23]1=[C:34]([Cl:35])[C:32](=[O:33])[C:29]([C:30]#[N:31])=[C:26]([C:27]#[N:28])[C:24]1=[O:25].[Na+:45].[Na+:46]>>[c:7]1(-[c:16]2[c:15]([Br:14])[cH:20][n:19][c:18]([Cl:21])[n:17]2)[s:8][c:9]([Cl:13])[cH:10][c:11]1[Br:12]. Reactants: ClCCl, [NH4+], C1CCOC1, [OH-], CCOC(=O)c1ncn(C(CCc2cccc(Cl)c2Cl)C(C)O)n1. The product is CC(O)C(CCc1cccc(Cl)c1Cl)n1cnc(C(N)=O)n1. Reaction SMILES: [Cl:32][CH2:33][Cl:34].[NH4+:25].[O:27]1[CH2:28][CH2:29][CH2:30][CH2:31]1.[OH-:26].[OH:1][CH:2]([CH3:3])[CH:4]([CH2:5][CH2:6][c:7]1[c:8]([Cl:14])[c:9]([Cl:13])[cH:10][cH:11][cH:12]1)[n:15]1[n:16][c:17]([C:20]([O:22][CH2:21][CH3:23])=[O:24])[n:18][cH:19]1>>[OH:1][CH:2]([CH3:3])[CH:4]([CH2:5][CH2:6][c:7]1[c:8]([Cl:14])[c:9]([Cl:13])[cH:10][cH:11][cH:12]1)[n:15]1[n:16][c:17]([C:20](=[O:22])[NH2:25])[n:18][cH:19]1. The reactants are C([C@@H]1[C@@H]2[C@@H]([C@H]([C@H](O1)O[C@@H]3[C@H](O[C@@H]([C@@H]([C@H]3O)O)O[C@@H]4[C@H](O[C@@H]([C@@H]([C@H]4O)O)O[C@@H]5[C@H](O[C@@H]([C@@H]([C@H]5O)O)O[C@@H]6[C@H](O[C@@H]([C@@H]([C@H]6O)O)O[C@@H]7[C@H](O[C@H](O2)[C@@H]([C@H]7O)O)CO)CO)CO)CO)CO)O)O)O (α-cyclodextrin), S(O)(O)(=O)=O (sulfuric acid). Reported procedure: 10 g of α-cyclodextrin is homogenized with 10 ml of 32% by weight sulfuric acid, the product is filtered then dried in a vacuum exsiccator at ambient temperature. 6.5 g of the α-cyclodextrin-sulfuric acid inclusion complex are obtained which has a sulfuric acid content of 4.5% and the incorporation rate is 0.5 moles/mole. Product: C([C@@H]1[C@@H]2[C@@H]([C@H]([C@H](O1)O[C@@H]3[C@H](O[C@@H]([C@@H]([C@H]3O)O)O[C@@H]4[C@H](O[C@@H]([C@@H]([C@H]4O)O)O[C@@H]5[C@H](O[C@@H]([C@@H]([C@H]5O)O)O[C@@H]6[C@H](O[C@@H]([C@@H]([C@H]6O)O)O[C@@H]7[C@H](O[C@H](O2)[C@@H]([C@H]7O)O)CO)CO)CO)CO)CO)O)O)O.S(O)(O)(=O)=O (α-cyclodextrin sulfuric acid). Reaction SMILES: [CH2:1]([OH:66])[C@H:2]1[O:7][C@@H:6]2[O:8][C@H:9]3[C@H:14]([OH:15])[C@@H:13]([OH:16])[C@@H:12]([O:17][C@H:18]4[C@H:23]([OH:24])[C@@H:22]([OH:25])[C@@H:21]([O:26][C@H:27]5[C@H:32]([OH:33])[C@@H:31]([OH:34])[C@@H:30]([O:35][C@H:36]6[C@H:41]([OH:42])[C@@H:40]([OH:43])[C@@H:39]([O:44][C@H:45]7[C@H:51]([OH:52])[C@@H:50]([OH:53])[C@@H:48]([O:49][C@H:3]1[C@H:4]([OH:65])[C@H:5]2[OH:64])[O:47][C@@H:46]7[CH2:54][OH:55])[O:38][C@@H:37]6[CH2:56][OH:57])[O:29][C@@H:28]5[CH2:58][OH:59])[O:20][C@@H:19]4[CH2:60][OH:61])[O:11][C@@H:10]3[CH2:62][OH:63].[S:67](=[O:71])(=[O:70])([OH:69])[OH:68]>>[CH2:56]([OH:57])[C@H:37]1[O:38][C@@H:39]2[O:44][C@H:45]3[C@H:51]([OH:52])[C@@H:50]([OH:53])[C@@H:48]([O:49][C@H:3]4[C@H:4]([OH:65])[C@@H:5]([OH:64])[C@@H:6]([O:8][C@H:9]5[C@H:14]([OH:15])[C@@H:13]([OH:16])[C@@H:12]([O:17][C@H:18]6[C@H:23]([OH:24])[C@@H:22]([OH:25])[C@@H:21]([O:26][C@H:27]7[C@H:32]([OH:33])[C@@H:31]([OH:34])[C@@H:30]([O:35][C@H:36]1[C@H:41]([OH:42])[C@H:40]2[OH:43])[O:29][C@@H:28]7[CH2:58][OH:59])[O:20][C@@H:19]6[CH2:60][OH:61])[O:11][C@@H:10]5[CH2:62][OH:63])[O:7][C@@H:2]4[CH2:1][OH:66])[O:47][C@@H:46]3[CH2:54][OH:55].[S:67](=[O:69])(=[O:68])([OH:71])[OH:70] |f:2.3|. Reactants: ClC1=CC=C(C=C1)C1=CC(=C(S1)C(=O)OC)/N=C/N(C)C (Methyl 5-(4-chlorophenyl)-3-{[(E)-(dimethylamino)methylidene]amino}-2-thiophenecarboxylate), NC1=CC(=C(OC[C@H]2N(C[C@@H](C2)O)C(=O)OC(C)(C)C)C=C1)OC (tert-butyl (2S,4R)-2-[(4-amino-2-methoxyphenoxy)methyl]4-hydroxypyrrolidine-1-carboxylate). As a reaction SMILES: [Cl:1][C:2]1[CH:7]=[CH:6][C:5]([C:8]2[S:12][C:11]([C:13]([O:15]C)=O)=[C:10](/[N:17]=[CH:18]/[N:19]([CH3:21])C)[CH:9]=2)=[CH:4][CH:3]=1.NC1[CH:43]=[CH:42][C:26]([O:27][CH2:28][C@@H:29]2[CH2:33][C@@H:32]([OH:34])[CH2:31][N:30]2[C:35]([O:37][C:38]([CH3:41])([CH3:40])[CH3:39])=[O:36])=[C:25]([O:44][CH3:45])[CH:24]=1>C1(O)C=CC=CC=1>[Cl:1][C:2]1[CH:3]=[CH:4][C:5]([C:8]2[S:12][C:11]3[C:13](=[O:15])[N:19]([C:21]4[CH:43]=[CH:42][C:26]([O:27][CH2:28][C@@H:29]5[CH2:33][C@@H:32]([OH:34])[CH2:31][N:30]5[C:35]([O:37][C:38]([CH3:41])([CH3:39])[CH3:40])=[O:36])=[C:25]([O:44][CH3:45])[CH:24]=4)[CH:18]=[N:17][C:10]=3[CH:9]=2)=[CH:6][CH:7]=1. Yield: 41.8%. The product is ClC1=CC=C(C=C1)C1=CC=2N=CN(C(C2S1)=O)C1=CC(=C(OC[C@H]2N(C[C@@H](C2)O)C(=O)OC(C)(C)C)C=C1)OC (tert-butyl (2S,4R)-2-({4-[6-(4-chlorophenyl)-4-oxothieno[3,2-d]pyrimidin-3(4H)-yl]-2-methoxyphenoxy}methyl)-4-hydroxypyrrolidine-1-carboxylate). Solvent: C1(=CC=CC=C1)O (phenol). Reported procedure: Methyl 5-(4-chlorophenyl)-3-{[(E)-(dimethylamino)methylidene]amino}-2-thiophenecarboxylate (857 mg, 2.66 mmol) was mixed with tert-butyl (2S,4R)-2-[(4-amino-2-methoxyphenoxy)methyl]4-hydroxypyrrolidine-1-carboxylate (900 mg) in phenol (1.0 g) at 120° C. for 15 min. Workup and purification of the reaction mixture provided 650 mg of tert-butyl (2S,4R)-2-({4-[6-(4-chlorophenyl)-4-oxothieno[3,2-d]pyrimidin-3(4H)-yl]-2-methoxyphenoxy}methyl)-4-hydroxypyrrolidine-1-carboxylate. A portion of this mater... The solvent is CN(C=O)C (N, N-dimethylformamide), CN(C=O)C (N,N-dimethylformamide), CN(C=O)C (N,N-dimethylformamide). The product is ClC1=CC=C(CN2C=3N(CCC2)C(N=C(C3)OCC3=CC(=C(C=C3)F)F)=O)C=C1 (1-(4-chlorobenzyl)-8-((3,4-difluorobenzyl)oxy)-3,4-dihydro-1H-pyrimido[1,6-a]pyrimidin-6(2H)-one). Procedure details: To a solution of 8-chloro-3,4-dihydro-1H-pyrimido[1,6-a]pyrimidin-6(2H)-one (50 mg, 0.27 mmol) and sodium hydride (23.70 mg, 0.59 mmol) in anhydrous N,N-dimethylformamide (3 mL) was added a solution of 1-(bromomethyl)-4-chlorobenzene (66.4 mg, 0.32 mmol) in anhydrous N,N-dimethylformamide (1 ml) at r.t, and then stirred for 1 h at 50° C. Then, a solution of (3,4-difluorophenyl) methanol (46.6 mg, 0.32 mmol) in N, N-dimethylformamide (1 ml) was added and stirred for 1 h at r.t. The reaction mixtu... Reactants: FC=1C=C(C=CC1F)CO ((3,4-difluorophenyl) methanol), ClC1=NC(N2C(NCCC2)=C1)=O (8-chloro-3,4-dihydro-1H-pyrimido[1,6-a]pyrimidin-6(2H)-one), [H-].[Na+] (sodium hydride), BrCC1=CC=C(C=C1)Cl (1-(bromomethyl)-4-chlorobenzene). Run at temperature 50 celsius, time 1 hour. As a reaction SMILES: Cl[C:2]1[CH:11]=[C:6]2[NH:7][CH2:8][CH2:9][CH2:10][N:5]2[C:4](=[O:12])[N:3]=1.[H-].[Na+].Br[CH2:16][C:17]1[CH:22]=[CH:21][C:20]([Cl:23])=[CH:19][CH:18]=1.[F:24][C:25]1[CH:26]=[C:27]([CH2:32][OH:33])[CH:28]=[CH:29][C:30]=1[F:31]>CN(C)C=O>[Cl:23][C:20]1[CH:21]=[CH:22][C:17]([CH2:16][N:7]2[CH2:8][CH2:9][CH2:10][N:5]3[C:4](=[O:12])[N:3]=[C:2]([O:33][CH2:32][C:27]4[CH:28]=[CH:29][C:30]([F:31])=[C:25]([F:24])[CH:26]=4)[CH:11]=[C:6]23)=[CH:18][CH:19]=1 |f:1.2|. Isolated yield 11.5%.